This data is from the Open Reaction Database (ORD), a public repository of structured organic reaction records. The task is: describe an organic reaction: reactants, conditions, products, and yield The reactants are ClC=1C=C(C=CC1)N1CCN(CC1)C(C(CC(C)C)NC(OC(C)(C)C)=O)=O (1,1-dimethylethyl 2-(4-(3-chlorophenyl)-1-piperazinyl)-2-oxo-1-(2-methylpropyl)ethylcarbamate), FC1=CC=C(C=C1)N1CCN(CC1)C(C(CC1=CC=CC=C1)NC(OC(C)(C)C)=O)=O (1,1-dimethylethyl 2-(4-(4-fluorophenyl)-1-piperazinyl)-2-oxo-1-(phenylmethyl)ethylcarbamate). The product is Cl.NC(C(=O)N1CCN(CC1)C1=CC(=CC=C1)Cl)CC(C)C (1-(2-amino-4-methyl-1-oxopentyl)-4-(3-chlorophenyl)piperazine hydrochloride). The yield is 65.7%. As a reaction SMILES: [Cl:1][C:2]1[CH:3]=[C:4]([N:8]2[CH2:13][CH2:12][N:11]([C:14](=[O:28])[CH:15]([NH:20]C(=O)OC(C)(C)C)[CH2:16][CH:17]([CH3:19])[CH3:18])[CH2:10][CH2:9]2)[CH:5]=[CH:6][CH:7]=1.FC1C=CC(N2CCN(C(=O)C(NC(=O)OC(C)(C)C)CC3C=CC=CC=3)CC2)=CC=1>>[ClH:1].[NH2:20][CH:15]([CH2:16][CH:17]([CH3:19])[CH3:18])[C:14]([N:11]1[CH2:10][CH2:9][N:8]([C:4]2[CH:5]=[CH:6][CH:7]=[C:2]([Cl:1])[CH:3]=2)[CH2:13][CH2:12]1)=[O:28] |f:2.3|. Reported procedure: Using 1,1-dimethylethyl 2-(4-(3-chlorophenyl)-1-piperazinyl)-2-oxo-1-(2-methylpropyl)ethylcarbamate in lieu of 1,1-dimethylethyl 2-(4-(4-fluorophenyl)-1-piperazinyl)-2-oxo-1-(phenylmethyl)ethylcarbamate, the procedure of Reference Example 13 was otherwise repeated to provide 1-(2-amino-4-methyl-1-oxopentyl)-4-(3-chlorophenyl)piperazine hydrochloride (1.40 g, 65.7%) as white crystals. Starting materials: O=C([O-])[O-], CCCCCC, CC(C)=O, ClCc1ccccc1, [K+], [K+], CCOC(=O)c1cc(O)ccc1O. Yields the product CCOC(=O)c1cc(OCc2ccccc2)ccc1O. Reaction SMILES: [C:22](=[O:23])([O-:24])[O-:25].[CH3:28][CH2:29][CH2:30][CH2:31][CH2:32][CH3:33].[CH3:34][C:35](=[O:36])[CH3:37].[Cl:14][CH2:15][c:16]1[cH:17][cH:18][cH:19][cH:20][cH:21]1.[K+:26].[K+:27].[OH:1][c:2]1[c:3]([C:4](=[O:5])[O:6][CH2:7][CH3:8])[cH:9][c:10]([OH:13])[cH:11][cH:12]1>>[OH:1][c:2]1[c:3]([C:4](=[O:5])[O:6][CH2:7][CH3:8])[cH:9][c:10]([O:13][CH2:15][c:16]2[cH:17][cH:18][cH:19][cH:20][cH:21]2)[cH:11][cH:12]1. The reactants are CN(C)c1ccncc1, Cl, Cl, NCc1c(OC(Cn2ccnc2)c2ccccc2)ccc2c1CCCC2=O, O=S(=O)(Cl)c1ccccc1, c1ccncc1. The product is O=C1CCCc2c1ccc(OC(Cn1ccnc1)c1ccccc1)c2CNS(=O)(=O)c1ccccc1. RXN SMILES: [CH3:46][N:47]([c:48]1[cH:49][cH:50][n:51][cH:52][cH:53]1)[CH3:54].[ClH:1].[ClH:2].[NH2:3][CH2:4][c:5]1[c:6]2[c:11]([cH:12][cH:13][c:14]1[O:15][CH:16]([CH2:17][n:18]1[cH:19][n:20][cH:21][cH:22]1)[c:23]1[cH:24][cH:25][cH:26][cH:27][cH:28]1)[C:10](=[O:29])[CH2:9][CH2:8][CH2:7]2.[c:30]1([S:36](=[O:37])(=[O:38])[Cl:39])[cH:31][cH:32][cH:33][cH:34][cH:35]1.[cH:40]1[cH:41][cH:42][n:43][cH:44][cH:45]1>>[NH:3]([CH2:4][c:5]1[c:6]2[c:11]([cH:12][cH:13][c:14]1[O:15][CH:16]([CH2:17][n:18]1[cH:19][n:20][cH:21][cH:22]1)[c:23]1[cH:24][cH:25][cH:26][cH:27][cH:28]1)[C:10](=[O:29])[CH2:9][CH2:8][CH2:7]2)[S:36]([c:30]1[cH:31][cH:32][cH:33][cH:34][cH:35]1)(=[O:37])=[O:38]. The reactants are C(C)(C)(C)OC(N[C@@H]1CC[C@H](CC1)CC1OC(OC1C1=C(C=NC2=CC=C(N=C12)OC)OCC1=CC=CC=C1)=O)=O ({trans-4-[5-(3-benzyloxy-6-methoxy-[1,5]naphthyridin-4-yl)-2-oxo-[1,3]dioxolan-4-ylmethyl]-cyclohexyl}-carbamic acid tert-butyl ester). The reagents and catalysts are [Pd] (Palladium on activated carbon), C(C)N(CC)CC (triethylamine). Run in CO (methanol). Reaction conditions: time 1 hour. Product: C(C)(C)(C)OC(N[C@@H]1CC[C@H](CC1)CC(CC1=C(C=NC2=CC=C(N=C12)OC)O)O)=O ({trans-4-[2-hydroxy-3-(3-hydroxy-6-methoxy-[1,5]naphthyridin-4-yl)-propyl]-cyclohexyl}-carbamic acid tert-butyl ester). The yield is 68.3%. RXN SMILES: [C:1]([O:5][C:6](=[O:41])[NH:7][C@H:8]1[CH2:13][CH2:12][C@H:11]([CH2:14][CH:15]2[CH:19]([C:20]3[C:29]4[C:24](=[CH:25][CH:26]=[C:27]([O:30][CH3:31])[N:28]=4)[N:23]=[CH:22][C:21]=3[O:32]CC3C=CC=CC=3)OC(=O)[O:16]2)[CH2:10][CH2:9]1)([CH3:4])([CH3:3])[CH3:2]>[Pd].CO.C(N(CC)CC)C>[C:1]([O:5][C:6](=[O:41])[NH:7][C@H:8]1[CH2:9][CH2:10][C@H:11]([CH2:14][CH:15]([OH:16])[CH2:19][C:20]2[C:29]3[C:24](=[CH:25][CH:26]=[C:27]([O:30][CH3:31])[N:28]=3)[N:23]=[CH:22][C:21]=2[OH:32])[CH2:12][CH2:13]1)([CH3:4])([CH3:2])[CH3:3]. Reported procedure: 10% Palladium on activated carbon (976 mg, 0.91 mmol, 0.3 eq) is added at room temperature to a stirred solution of {trans-4-[5-(3-benzyloxy-6-methoxy-[1,5]naphthyridin-4-yl)-2-oxo-[1,3]dioxolan-4-ylmethyl]-cyclohexyl}-carbamic acid tert-butyl ester (1.70 g, 3.02 mmol, 1.0 eq) in methanol (200 mL), followed by several drops of triethylamine. The resulting mixture is stirred under hydrogen flow (1 bar) at room temperature for 1 hour. The catalyst is then removed by filtration and the solution is ...